This data is from the Open Reaction Database (ORD), a public repository of structured organic reaction records. The task is: describe an organic reaction: reactants, conditions, products, and yield The reactants are N1(CCNCC1)C(=O)OC(C)(C)C (tert-butyl piperazinecarboxylate), C(=O)([O-])[O-].[Cs+].[Cs+] (Cs2CO3), CN(C)C=O (DMF), ClC1=C(C=CC(=C1)Cl)Cl (2,4-dichlorophenyl chloride), CN(C)C=O (DMF). The product is ClC1=C(C=CC(=C1)Cl)C(CN1CCN(CC1)C(=O)OC(C)(C)C)=O (tert-butyl 4-[2-(2,4-dichlorophenyl)-2-oxoethyl]piperazinecarboxylate). As a reaction SMILES: [Cl:1][C:2]1[CH:7]=[C:6]([Cl:8])[CH:5]=[CH:4][C:3]=1Cl.[N:10]1([C:16]([O:18][C:19]([CH3:22])([CH3:21])[CH3:20])=[O:17])[CH2:15][CH2:14][NH:13][CH2:12][CH2:11]1.[C:23]([O-:26])([O-])=O.[Cs+].[Cs+].[CH3:29]N(C=O)C>>[Cl:1][C:2]1[CH:7]=[C:6]([Cl:8])[CH:5]=[CH:4][C:3]=1[C:23](=[O:26])[CH2:29][N:13]1[CH2:14][CH2:15][N:10]([C:16]([O:18][C:19]([CH3:22])([CH3:21])[CH3:20])=[O:17])[CH2:11][CH2:12]1 |f:2.3.4|. Procedure details: 1 mmol of 2,4-dichlorophenyl chloride in DMF was added drop wise to 1. mmol of tert-butyl piperazinecarboxylate and 1.2 mmol Cs2CO3 in DMF at room temperature for fourteen hours. The reaction mixture was concentrated in vacuo and diluted with water and ethyl acetate. The solution was extracted three times with ethyl acetate, dried over sodium sulfate, and purified by column chromatography eluting with 50% ethylacetate and 50% hexane to obtain tert-butyl 4-[2-(2,4-dichlorophenyl)-2-oxoethyl]piper... Starting materials: C1(\C=C/C(=O)O1)=O (maleic anhydride), C1(\C=C/C(=O)O1)=O (maleic anhydride), C(C=C)[Si](C)(C)C (allyltrimethylsilane), C(C=C)(=O)OC(C)(C)C (t-butyl acrylate), C(C=C)(=O)OC (methyl acrylate), N(=NC(C#N)(C)C)C(C#N)(C)C (2,2'-azobisisobutyronitrile). The solvent is O1CCCC1 (tetrahydrofuran), hexanes. Conditions: temperature 64 celsius, time 18 hour. The product is C1(\C=C/C(=O)O1)=O.C(C=C)[Si](C)(C)C.C(C=C)(=O)OC(C)(C)C.C(C=C)(=O)OC (maleic anhydride allyltrimethylsilane t-butyl acrylate methyl acrylate). As a reaction SMILES: [C:1]1(=[O:7])[O:6][C:4](=[O:5])[CH:3]=[CH:2]1.[CH2:8]([Si:11]([CH3:14])([CH3:13])[CH3:12])[CH:9]=[CH2:10].[C:15]([O:19][C:20]([CH3:23])([CH3:22])[CH3:21])(=[O:18])[CH:16]=[CH2:17].[C:24]([O:28][CH3:29])(=[O:27])[CH:25]=[CH2:26].N(C(C)(C)C#N)=NC(C)(C)C#N>O1CCCC1>[C:4]1(=[O:5])[O:6][C:1](=[O:7])[CH:2]=[CH:3]1.[CH2:8]([Si:11]([CH3:14])([CH3:13])[CH3:12])[CH:9]=[CH2:10].[C:15]([O:19][C:20]([CH3:23])([CH3:22])[CH3:21])(=[O:18])[CH:16]=[CH2:17].[C:24]([O:28][CH3:29])(=[O:27])[CH:25]=[CH2:26] |f:6.7.8.9|. Procedure details: In a 250 ml, round bottom flask equipped with a reflux condenser and a gas inlet was combined maleic anhydride (8.85 g, 0.090 mol) and tetrahydrofuran (30 ml). The mixture was stirred under a N2 atmosphere until all the maleic anhydride was dissolved. To this solution was added allyltrimethylsilane (10.29 g, 0.090 mol), t-butyl acrylate (8.76 g, 0.068 mol), methyl acrylate (2.10 g, 0.024 mol) and 2,2'-azobisisobutyronitrile (0.148 g, 0.9 mmol). The mixture was heated to 64° C., and the mixture w... Starting materials: CC(=O)O[BH-](OC(C)=O)OC(C)=O, O=C([O-])[O-], CC(=O)O, ClC(Cl)Cl, ClCCCl, CCOC(=O)N1CCC(N)CC1, [Na+], [Na+], [Na+], O=C1CCC(n2c(=O)[nH]c3ccccc32)CC1. The product is CCOC(=O)N1CCC(NC2CCC(n3c(=O)[nH]c4ccccc43)CC2)CC1. RXN SMILES: [C:30]([O:31][BH-:32]([O:33][C:34](=[O:35])[CH3:36])[O:37][C:38](=[O:39])[CH3:40])(=[O:41])[CH3:42].[C:44](=[O:45])([O-:46])[O-:47].[CH3:54][C:55](=[O:56])[OH:57].[CH:50]([Cl:51])([Cl:52])[Cl:53].[Cl:58][CH2:59][CH2:60][Cl:61].[NH2:18][CH:19]1[CH2:20][CH2:21][N:22]([C:25](=[O:26])[O:27][CH2:28][CH3:29])[CH2:23][CH2:24]1.[Na+:43].[Na+:48].[Na+:49].[O:1]=[C:2]1[CH2:3][CH2:4][CH:5]([n:8]2[c:9](=[O:17])[nH:10][c:11]3[c:12]2[cH:13][cH:14][cH:15][cH:16]3)[CH2:6][CH2:7]1>>[CH:2]1([NH:18][CH:19]2[CH2:20][CH2:21][N:22]([C:25](=[O:26])[O:27][CH2:28][CH3:29])[CH2:23][CH2:24]2)[CH2:3][CH2:4][CH:5]([n:8]2[c:9](=[O:17])[nH:10][c:11]3[c:12]2[cH:13][cH:14][cH:15][cH:16]3)[CH2:6][CH2:7]1. Reactants: O(C1=CC=CC=C1)C=1C=C(C=CC1)C(C(=O)O)C (2-(3-phenoxyphenyl)propionic acid), [OH-].[Na+] (sodium hydroxide), C(C)O (ethanol), Cl (hydrogen chloride), ice water, C(C)O (ethanol). The product is O(C1=CC=CC=C1)C=1C=C(C=CC1)C(C(=O)OCC)C (ethyl 2-(3-phenoxyphenyl)propionate). RXN SMILES: [O:1]([C:8]1[CH:9]=[C:10]([CH:14]([CH3:18])[C:15]([OH:17])=[O:16])[CH:11]=[CH:12][CH:13]=1)[C:2]1[CH:7]=[CH:6][CH:5]=[CH:4][CH:3]=1.Cl.[OH-].[Na+].[CH2:22](O)[CH3:23]>>[O:1]([C:8]1[CH:9]=[C:10]([CH:14]([CH3:18])[C:15]([O:17][CH2:22][CH3:23])=[O:16])[CH:11]=[CH:12][CH:13]=1)[C:2]1[CH:3]=[CH:4][CH:5]=[CH:6][CH:7]=1 |f:2.3|. Procedure details: Two hundred grams of 2-(3-phenoxyphenyl)propionic acid, prepared according to Example 2, were dissolved in 1500 ml. of ethanol, and hydrogen chloride gas was passed into the ethanolic solution until it was saturated. The reaction mixture was then refluxed with stirring overnight after which a large portion of the ethanol was evaporated in vacuo, and the remaining reaction mixture was poured into ice water. The reaction mixture was basified with 10 percent sodium hydroxide, and extracted twice wi... Procedure: 0.7 ml of pyridine and then 2.27 g of 3,4-dimethoxybenzenesulfonyl chloride are successively added at room temperature to 1.86 g of 4-chloro-2-(pyridin-2-ylmethyl)aniline in solution in 20 ml of tetrahydrofuran. After 72 hours at room temperature, the reaction medium is taken up in water and extracted with ethyl acetate, the organic phase is dried over anhydrous sodium sulfate and concentrated in order to obtain 2.12 g of the expected product. Reaction SMILES: N1C=CC=CC=1.[CH3:7][O:8][C:9]1[CH:10]=[C:11]([S:17](Cl)(=[O:19])=[O:18])[CH:12]=[CH:13][C:14]=1[O:15][CH3:16].[Cl:21][C:22]1[CH:28]=[CH:27][C:25]([NH2:26])=[C:24]([CH2:29][C:30]2[CH:35]=[CH:34][CH:33]=[CH:32][N:31]=2)[CH:23]=1>O1CCCC1.O>[Cl:21][C:22]1[CH:28]=[CH:27][C:25]([NH:26][S:17]([C:11]2[CH:12]=[CH:13][C:14]([O:15][CH3:16])=[C:9]([O:8][CH3:7])[CH:10]=2)(=[O:19])=[O:18])=[C:24]([CH2:29][C:30]2[CH:35]=[CH:34][CH:33]=[CH:32][N:31]=2)[CH:23]=1. Solvent: O1CCCC1 (tetrahydrofuran), O (water). Conditions: time 72 hour. Yields the product ClC1=CC(=C(C=C1)NS(=O)(=O)C1=CC(=C(C=C1)OC)OC)CC1=NC=CC=C1 (N-[4-Chloro-2-(pyridin-2-ylmethyl)-phenyl]-3,4-dimethoxybenzenesulfonamide). Reactants: N1=CC=CC=C1 (pyridine), COC=1C=C(C=CC1OC)S(=O)(=O)Cl (3,4-dimethoxybenzenesulfonyl chloride), ClC1=CC(=C(N)C=C1)CC1=NC=CC=C1 (4-chloro-2-(pyridin-2-ylmethyl)aniline). The reactants are C=1NC=CC=2C1C=CC=CC2 (Cyclohepta[1,2-c]pyridine), N-oxide, C(C)(=O)OC(C)=O (acetic anhydride). Conditions: time 2 hour. Yields the product C(C)(=O)OC=1C=CC=CC2=CNC=CC21 (5-acetyloxycyclohepta[1,2-c]pyridine). RXN SMILES: [CH:1]1[NH:2][CH:3]=[CH:4][C:5]2[C:6]=1[CH:7]=[CH:8][CH:9]=[CH:10][CH:11]=2.[C:12]([O:15]C(=O)C)(=[O:14])[CH3:13]>>[C:12]([O:15][C:11]1[CH:10]=[CH:9][CH:8]=[CH:7][C:6]2[C:5]=1[CH:4]=[CH:3][NH:2][CH:1]=2)(=[O:14])[CH3:13]. Procedure: Cyclohepta[1,2-c]pyridine, N-oxide (24.00 g, 0.147 mole) was added portionwise to a stirred solution of acetic anhydride (140 ml). The resulting yellow mixture was then stirred for 2 hours at its reflux temperature and overnight at room temperature. Excess acetic anhydride was removed by evaporation at ~55° C. on a rotary evaporator and the dark brown, oily residue was distilled (170°, 0.03 mm) and chromatographed on silica gel eluting with a mixture of ethyl acetate in methylene chloride (1:4) ... Reaction conditions: time 27 hour. Solvent: CO (methanol). Yields the product ClC=1N=C(NC1CC)C(=O)NC1CN(C1)C=1SC(=C(N1)C)C(=O)O (2-(3-{[(4-Chloro-5-ethyl-1H-imidazol-2-yl)carbonyl]amino}azetidin-1-yl)-4-methyl-1,3-thiazole-5-carboxylic acid). The reactants are O (Water), ClC=1N=C(NC1CC)C(=O)NC1CN(C1)C=1SC(=C(N1)C)C(=O)OCC (Ethyl 2-(3-{[(4-chloro-5-ethyl-1H-imidazol-2-yl)carbonyl]amino}azetidin-1-yl)-4-methyl-1,3-thiazole-5-carboxylate), C1CCOC1 (THF), [OH-].[Li+] (lithium hydroxide). Yield: 92.4%. RXN SMILES: [Cl:1][C:2]1[N:3]=[C:4]([C:9]([NH:11][CH:12]2[CH2:15][N:14]([C:16]3[S:17][C:18]([C:22]([O:24]CC)=[O:23])=[C:19]([CH3:21])[N:20]=3)[CH2:13]2)=[O:10])[NH:5][C:6]=1[CH2:7][CH3:8].[OH-].[Li+].C1COCC1.O>CO>[Cl:1][C:2]1[N:3]=[C:4]([C:9]([NH:11][CH:12]2[CH2:13][N:14]([C:16]3[S:17][C:18]([C:22]([OH:24])=[O:23])=[C:19]([CH3:21])[N:20]=3)[CH2:15]2)=[O:10])[NH:5][C:6]=1[CH2:7][CH3:8] |f:1.2|. Procedure: Ethyl 2-(3-{[(4-chloro-5-ethyl-1H-imidazol-2-yl)carbonyl]amino}azetidin-1-yl)-4-methyl-1,3-thiazole-5-carboxylate obtained in Example (218c) (145 mg, 0.36 mmol) was dissolved in methanol (3.6 mL). A 2 N aqueous lithium hydroxide solution (1.82 mL, 3.64 mmol) was added, and the mixture was stirred at room temperature for 27 hours. THF (2 mL) was added, followed by further stirring for 22 hours. Water was added to the reaction solution, and then the mixture was washed with ethyl acetate. A 1 N aqu... The reactants are CCOc1ccc(C(=O)NC2(C(=O)O)CC2)cc1, CCN=C=NCCCN(C)C, CCOC(C)=O, CCN(C(C)C)C(C)C, Cl, C1CCOC1, On1nnc2ccccc21, NC1CCc2ccccc2-n2ccnc21. The product is CCOc1ccc(C(=O)NC2(C(=O)NC3CCc4ccccc4-n4ccnc43)CC2)cc1. As a reaction SMILES: [CH2:16]([CH3:17])[O:18][c:19]1[cH:20][cH:21][c:22]([C:23](=[O:24])[NH:25][C:26]2([C:29](=[O:30])[OH:31])[CH2:27][CH2:28]2)[cH:32][cH:33]1.[CH3:45][N:46]([CH3:47])[CH2:48][CH2:49][CH2:50][N:51]=[C:52]=[N:53][CH2:54][CH3:55].[CH3:70][CH2:71][O:72][C:73](=[O:74])[CH3:75].[CH:56]([N:57]([CH:58]([CH3:59])[CH3:60])[CH2:61][CH3:62])([CH3:63])[CH3:64].[ClH:44].[O:65]1[CH2:66][CH2:67][CH2:68][CH2:69]1.[OH:34][n:35]1[c:36]2[cH:37][cH:38][cH:39][cH:40][c:41]2[n:42][n:43]1.[cH:1]1[cH:2][n:3][c:4]2[n:5]1-[c:6]1[c:7]([cH:12][cH:13][cH:14][cH:15]1)[CH2:8][CH2:9][CH:10]2[NH2:11]>>[cH:1]1[cH:2][n:3][c:4]2[n:5]1-[c:6]1[c:7]([cH:12][cH:13][cH:14][cH:15]1)[CH2:8][CH2:9][CH:10]2[NH:11][C:29]([C:26]1([NH:25][C:23]([c:22]2[cH:21][cH:20][c:19]([O:18][CH2:16][CH3:17])[cH:33][cH:32]2)=[O:24])[CH2:27][CH2:28]1)=[O:30]. The reactants are C(C)(C)(C)OC(=O)N1[C@@H](CC(C1)=NOC)C(=O)O ((2S,4EZ)-1-(tert-butoxycarbonyl)-4-(methoxyimino)-2-pyrrolidine-carboxylic acid), ON=C(N)C1=CC=CC=C1 (N′-hydroxybenzenecarboximidamide), C(C)(C)(C)OC(=O)N1[C@@H](CC(C1)=NOC)C(=O)O ((2S,4EZ)-1-(tert-butoxycarbonyl)-4-(methoxyimino)-2-pyrrolidine-carboxylic acid), C1(=CC=C(C=C1)C(=O)Cl)C1=CC=CC=C1 ([1,1′-biphenyl]-4-carbonyl chloride). The product is CON=C1CN([C@@H](C1)C1=NC(=NO1)C1=CC=CC=C1)C(=O)C1=CC=C(C=C1)C1=CC=CC=C1 ((3EZ,5S)-1-([1,1′-biphenyl]-4-ylcarbonyl)-5-(3-phenyl-1,2,4-oxadiazol-5-yl)-3-pyrrolidinone O-methyloxime). RXN SMILES: C(O[C:6]([N:8]1[CH2:12][C:11](=[N:13][O:14][CH3:15])[CH2:10][C@H:9]1[C:16]([OH:18])=O)=[O:7])(C)(C)C.[C:19]1([C:28]2[CH:33]=[CH:32][CH:31]=[CH:30][CH:29]=2)[CH:24]=[CH:23][C:22](C(Cl)=O)=[CH:21][CH:20]=1.O[N:35]=[C:36]([C:38]1[CH:43]=[CH:42][CH:41]=[CH:40][CH:39]=1)[NH2:37]>>[CH3:15][O:14][N:13]=[C:11]1[CH2:10][C@@H:9]([C:16]2[O:18][N:37]=[C:36]([C:38]3[CH:43]=[CH:42][CH:41]=[CH:40][CH:39]=3)[N:35]=2)[N:8]([C:6]([C:31]2[CH:30]=[CH:29][C:28]([C:19]3[CH:20]=[CH:21][CH:22]=[CH:23][CH:24]=3)=[CH:33][CH:32]=2)=[O:7])[CH2:12]1. Reported procedure: Following the general method as outlined in Example 59, starting from (2S,4EZ)-1-(tert-butoxycarbonyl)-4-(methoxyimino)-2-pyrrolidine-carboxylic acid (Intermediate 2), [1,1′-biphenyl]-4-carbonyl chloride, and N′-hydroxybenzenecarboximidamide, the title compound was obtained in 82% purity by TPLC. MS(ESI+): m/z=439.2. Starting materials: ClC1=CC=C(C=C1)O (4-chlorophenol), F[B-](F)(F)F.F[N+]1=C(C(=CC=C1C(Cl)(Cl)Cl)Cl)Cl (N-fluoro-2,3-dichloro-6-(trichloromethyl)pyridinium fluoroborate). The solvent is solvent. Run at temperature 45 celsius. Yields the product FC1=C(C=CC(=C1)Cl)O (2-Fluoro-4-chlorophenol). Yield: 69.0%. Reaction SMILES: [Cl:1][C:2]1[CH:7]=[CH:6][C:5]([OH:8])=[CH:4][CH:3]=1.[F:9][B-](F)(F)F.F[N+]1C(C(Cl)(Cl)Cl)=CC=C(Cl)C=1Cl>>[F:9][C:6]1[CH:7]=[C:2]([Cl:1])[CH:3]=[CH:4][C:5]=1[OH:8] |f:1.2|. Procedure: The procedure of a) was used except that 0.64 g of 4-chlorophenol was employed, the fluorinating agent was 1.89 g of N-fluoro-2,3-dichloro-6-(trichloromethyl)pyridinium fluoroborate, and 40 ml of solvent was employed. There was a slight exotherm on mixing. The mixture was heated to 45° C. and allowed to react at that temperature for 3 hours. The mixture was then allowed to cool and the volatiles were removed by evaporation under reduced pressure. Analysis of the residue by standardized gas-liqui...